Dataset: the Open Reaction Database (ORD), a public repository of structured organic reaction records. Task: describe an organic reaction: reactants, conditions, products, and yield Conditions: temperature 25 celsius, time 10 minute. The reactants are II (iodine), [Cl-].[Li+] (lithium chloride), [Cu](C#N)C#N (copper cyanide), II (iodine), solution, C(C)[Mg]Br (ethylmagnesium bromide), C(C#C)(=O)OC (methyl propiolate). Run in O1CCCC1 (tetrahydrofuran), O1CCCC1 (tetrahydrofuran), O1CCCC1 (tetrahydrofuran). Procedure: A mixture of lithium chloride (1.7 g, 40 mmol, predried at 130° C. under high vacuum for 2 h) and copper cyanide (1.78 g, 20 mmol) in dry tetrahydrofuran (20 mL) was stirred at 25° C. under argon for 10 min to obtain a clear solution. The reaction mixture was cooled to −70° C. and then slowly treated with a 1 M solution of ethylmagnesium bromide in tetrahydrofuran (20 mL, 20 mmol). After addition, the reaction mixture was allowed to warm to −30° C. where it was stirred for 5 min. The resulting r... The product is hexanes diethyl ether, COC(/C(=C\CC)/I)=O ((E)-2-iodo-pentenoic acid methyl ester). Isolated yield 67.0%. As a reaction SMILES: [Cl-].[Li+].[Cu](C#N)C#N.[CH2:8]([Mg]Br)[CH3:9].[C:12]([O:16][CH3:17])(=[O:15])[C:13]#[CH:14].[I:18]I>O1CCCC1>[CH3:17][O:16][C:12](=[O:15])/[C:13](/[I:18])=[CH:14]\[CH2:8][CH3:9] |f:0.1|. The reactants are CCc1ccccc1, CI, CCCCCCC, CCOCC, CC(C)[N-]C(C)C, Fc1ccc(-c2nn3ccccc3c2-c2ccncn2)cc1, [Li+], C1CCOC1, C1CCOC1, O. Product: Cc1cccc2c(-c3ccncn3)c(-c3ccc(F)cc3)nn12. As a reaction SMILES: [CH2:38]([c:39]1[cH:40][cH:41][cH:42][cH:43][cH:44]1)[CH3:45].[CH3:31][I:32].[CH3:51][CH2:52][CH2:53][CH2:54][CH2:55][CH2:56][CH3:57].[CH3:58][CH2:59][O:60][CH2:61][CH3:62].[CH:23]([N-:24][CH:25]([CH3:26])[CH3:27])([CH3:28])[CH3:29].[F:1][c:2]1[cH:3][cH:4][c:5](-[c:8]2[n:9][n:10]3[c:11]([cH:12][cH:13][cH:14][cH:15]3)[c:16]2-[c:17]2[n:18][cH:19][n:20][cH:21][cH:22]2)[cH:6][cH:7]1.[Li+:30].[O:33]1[CH2:34][CH2:35][CH2:36][CH2:37]1.[O:46]1[CH2:47][CH2:48][CH2:49][CH2:50]1.[OH2:63]>>[F:1][c:2]1[cH:3][cH:4][c:5](-[c:8]2[n:9][n:10]3[c:11]([cH:12][cH:13][cH:14][c:15]3[CH3:23])[c:16]2-[c:17]2[n:18][cH:19][n:20][cH:21][cH:22]2)[cH:6][cH:7]1. Reactants: CC1=C(N=C(O1)C1=CC=CC=C1)COC=1C=C(C=CC1)/C=C/C=O ((E)-3-[3-(5-methyl-2-phenyl-4-oxazolylmethoxy)phenyl]-2-propen-1-al), C(#N)CP(OCC)(OCC)=O (diethyl cyanomethylphosphonate). Product: CC1=C(N=C(O1)C1=CC=CC=C1)COC=1C=C(C=CC1)/C=C/C=C/C#N ((E,E)-5-[3-(5-methyl-2-phenyl-4-oxazolylmethoxy)phenyl]-2,4-pentadienenitrile). As a reaction SMILES: [CH3:1][C:2]1[O:6][C:5]([C:7]2[CH:12]=[CH:11][CH:10]=[CH:9][CH:8]=2)=[N:4][C:3]=1[CH2:13][O:14][C:15]1[CH:16]=[C:17](/[CH:21]=[CH:22]/[CH:23]=O)[CH:18]=[CH:19][CH:20]=1.[C:25]([CH2:27]P(=O)(OCC)OCC)#[N:26]>>[CH3:1][C:2]1[O:6][C:5]([C:7]2[CH:8]=[CH:9][CH:10]=[CH:11][CH:12]=2)=[N:4][C:3]=1[CH2:13][O:14][C:15]1[CH:16]=[C:17](/[CH:21]=[CH:22]/[CH:23]=[CH:27]/[C:25]#[N:26])[CH:18]=[CH:19][CH:20]=1. Procedure details: According to the method described for Reference Example 35, (E)-3-[3-(5-methyl-2-phenyl-4-oxazolylmethoxy)phenyl]-2-propen-1-al was allowed to react with diethyl cyanomethylphosphonate to give (E,E)-5-[3-(5-methyl-2-phenyl-4-oxazolylmethoxy)phenyl]-2,4-pentadienenitrile as an oily product. Starting materials: [H-].[Na+] (sodium hydride), methyl halide, COC(=O)C1(C(C(CC1)C)=O)CC1=CC=C(C=C1)Cl (1-[(4-chlorophenyl)methyl]-3-methyl-2-oxocyclopentanecarboxylic acid methyl ester), C(C)OC(=O)C1(C(C(CC1)C)=O)CC1=CC=C(C=C1)Cl (1-[(4-chlorophenyl)methyl]-3-methyl-2-oxocyclopentanecarboxylic acid ethyl ester). The product is COC(=O)C1(C(C(CC1)(C)C)=O)CC1=CC=C(C=C1)Cl (1-[(4-chlorophenyl)methyl]-3,3-dimethyl-2-oxocyclopentanecarboxylic acid methyl ester), C(C)OC(=O)C1(C(C(CC1)(C)C)=O)CC1=CC=C(C=C1)Cl (1-[(4-chlorophenyl)methyl]-3,3-dimethyl-2-oxocyclopentanecarboxylic acid ethyl ester). Reaction SMILES: [CH3:1][O:2][C:3]([C:5]1([CH2:12][C:13]2[CH:18]=[CH:17][C:16]([Cl:19])=[CH:15][CH:14]=2)[CH2:9][CH2:8][CH:7]([CH3:10])[C:6]1=[O:11])=[O:4].[CH2:20]([O:22][C:23]([C:25]1([CH2:32][C:33]2[CH:38]=[CH:37][C:36]([Cl:39])=[CH:35][CH:34]=2)[CH2:29][CH2:28][CH:27]([CH3:30])[C:26]1=[O:31])=[O:24])[CH3:21].[H-].[Na+]>>[CH3:1][O:2][C:3]([C:5]1([CH2:12][C:13]2[CH:14]=[CH:15][C:16]([Cl:19])=[CH:17][CH:18]=2)[CH2:9][CH2:8][C:7]([CH3:20])([CH3:10])[C:6]1=[O:11])=[O:4].[CH2:20]([O:22][C:23]([C:25]1([CH2:32][C:33]2[CH:38]=[CH:37][C:36]([Cl:39])=[CH:35][CH:34]=2)[CH2:29][CH2:28][C:27]([CH3:1])([CH3:30])[C:26]1=[O:31])=[O:24])[CH3:21] |f:2.3|. Procedure: reacting 1-[(4-chlorophenyl)methyl]-3-methyl-2-oxocyclopentanecarboxylic acid methyl ester or 1-[(4-chlorophenyl)methyl]-3-methyl-2-oxocyclopentanecarboxylic acid ethyl ester with sodium hydride and methyl halide to obtain 1-[(4-chlorophenyl)methyl]-3,3-dimethyl-2-oxocyclopentanecarboxylic acid methyl ester or 1-[(4-chlorophenyl)methyl]-3,3-dimethyl-2-oxocyclopentanecarboxylic acid ethyl ester; and Starting materials: C(C)OC(=O)C=1C(NC(=CC1C(=O)OCC)C1=CC=C(C=C1)OCOCCOC)=O (3,4-diethoxycarbonyl-6-(4-methoxyethoxymethoxyphenyl)-2-pyridone), [N+](=O)(O)[O-] (nitric acid), O (water). Solvent: C(C)(=O)OC(C)=O (acetic anhydride). Conditions: temperature -20 celsius, time 1 hour. Yields the product C(C)OC(=O)C=1C(=NC(=C(C1C(=O)OCC)[N+](=O)[O-])C1=CC=C(C=C1)OCOCCOC)O (3,4-Diethoxycarbonyl-2-hydroxy-6-(4-methoxyethoxymethoxyphenyl)-5-nitropyridine). RXN SMILES: [CH2:1]([O:3][C:4]([C:6]1[C:7](=[O:30])[NH:8][C:9]([C:17]2[CH:22]=[CH:21][C:20]([O:23][CH2:24][O:25][CH2:26][CH2:27][O:28][CH3:29])=[CH:19][CH:18]=2)=[CH:10][C:11]=1[C:12]([O:14][CH2:15][CH3:16])=[O:13])=[O:5])[CH3:2].[N+:31]([O-])([OH:33])=[O:32].O>C(OC(=O)C)(=O)C>[CH2:1]([O:3][C:4]([C:6]1[C:7]([OH:30])=[N:8][C:9]([C:17]2[CH:22]=[CH:21][C:20]([O:23][CH2:24][O:25][CH2:26][CH2:27][O:28][CH3:29])=[CH:19][CH:18]=2)=[C:10]([N+:31]([O-:33])=[O:32])[C:11]=1[C:12]([O:14][CH2:15][CH3:16])=[O:13])=[O:5])[CH3:2]. Procedure: In 3 ml of acetic anhydride was dissolved 1.0 g of 3,4-diethoxycarbonyl-6-(4-methoxyethoxymethoxyphenyl)-2-pyridone, and the mixture was cooled to -20° C. and thereafter 0.2 ml of fuming nitric acid was added dropwise. After the mixture was stirred for 1 hour, water was added. After 2 hours' stirring at room temperature, the mixture was extracted with ethyl acetate. The organic layer was washed with an aqueous solution of sodium hydrogencarbonate, water and a saturated aqueous solution of sodium... Starting materials: N[C@@H](C(=O)OCC)CC1=CC=2CCCCC2C=C1 (ethyl (R)-2-amino-3-(5,6,7,8-tetrahydro-naphthalen-2-yl)-propionate), C1CCOC1 (THF), ice, N1CCC(CC1)N1C(NC2=C(CC1)C=CC=C2)=O (3-piperidin-4-yl-1,3,4,5-tetrahydro-1,3-benzodiazepin-2-one). Product: O=C1NC2=C(CCN1C1CCN(CC1)C(=O)N[C@@H](C(=O)OCC)CC1=CC=3CCCCC3C=C1)C=CC=C2 (ethyl (R)-2-{[4-(2-oxo-1,2,4,5-tetrahydro-1,3-benzodiazepin-3-yl)-piperidine-1-carbonyl]-amino}-3-(5,6,7,8-tetrahydro-naphthalen-2-yl)-propionate). As a reaction SMILES: [NH2:1][C@H:2]([CH2:8][C:9]1[CH:18]=[CH:17][C:16]2[CH2:15][CH2:14][CH2:13][CH2:12][C:11]=2[CH:10]=1)[C:3]([O:5][CH2:6][CH3:7])=[O:4].[NH:19]1[CH2:24][CH2:23][CH:22]([N:25]2[CH2:31][CH2:30][C:29]3[CH:32]=[CH:33][CH:34]=[CH:35][C:28]=3[NH:27][C:26]2=[O:36])[CH2:21][CH2:20]1.C1C[O:40][CH2:39]C1>>[O:36]=[C:26]1[N:25]([CH:22]2[CH2:21][CH2:20][N:19]([C:39]([NH:1][C@H:2]([CH2:8][C:9]3[CH:18]=[CH:17][C:16]4[CH2:15][CH2:14][CH2:13][CH2:12][C:11]=4[CH:10]=3)[C:3]([O:5][CH2:6][CH3:7])=[O:4])=[O:40])[CH2:24][CH2:23]2)[CH2:31][CH2:30][C:29]2[CH:32]=[CH:33][CH:34]=[CH:35][C:28]=2[NH:27]1. Procedure: A mixture of 20 mL THF, 1.65 g (6.7 mmol) ethyl (R)-2-amino-3-(5,6,7,8-tetrahydro-naphthalen-2-yl)-propionate and 1.25 g (7.6 mmol) CDT was stirred for 1 h in the ice bath and for 1 h at RT. Then 1.70 g (6.9 mmol) 3-piperidin-4-yl-1,3,4,5-tetrahydro-1,3-benzodiazepin-2-one was added and the mixture was refluxed for 3 h. The reaction mixture was evaporated down under reduced pressure, the residue combined with 15% K2CO3 solution, the precipitate was suction filtered and dried. The reactants are CCCCP(CCCC)CCCC, C1CCOC1, O=S(=O)(NC(CO)CCO)c1ccc(F)cc1. The product is O=S(=O)(c1ccc(F)cc1)N1CC1CCO. As a reaction SMILES: [CH2:18]([P:19]([CH2:20][CH2:21][CH2:22][CH3:23])[CH2:24][CH2:25][CH2:26][CH3:27])[CH2:28][CH2:29][CH3:30].[CH2:31]1[O:32][CH2:33][CH2:34][CH2:35]1.[F:1][c:2]1[cH:3][cH:4][c:5]([S:8](=[O:9])(=[O:10])[NH:11][CH:12]([CH2:13][CH2:14][OH:15])[CH2:16][OH:17])[cH:6][cH:7]1>>[F:1][c:2]1[cH:3][cH:4][c:5]([S:8](=[O:9])(=[O:10])[N:11]2[CH:12]([CH2:13][CH2:14][OH:15])[CH2:16]2)[cH:6][cH:7]1. Procedure: 11.148 g (70 mmol) of methyl N,N-diisopropylcarbamate and 12.424 g (105 mmol) of TMEDA in 200 ml of THF are lithiated at -78° C. with 70 mmol of sec. BuLi. After 1 h, 2.453 g (35 mmol) of cyclobutanone are added in portions (about 500 mg every 30 min). The reaction is complete after 3 h (TLC checking) and the reaction mixture is treated in the cold with 100 ml of ether and 120 ml of 2N hydrochloric acid. After warming to room temperature, the phases are separated and the aqueous phase is extract... Run in CCOCC (ether), C1CCOC1 (THF). The product is C(C)(C)N(C(OCC1(CCC1)O)=O)C(C)C ((1-Hydroxycyclobutyl)methyl N,N-diisopropylcarbamate). Reaction SMILES: [CH:1]([N:4]([CH:9]([CH3:11])[CH3:10])[C:5](=[O:8])[O:6][CH3:7])([CH3:3])[CH3:2].CN(CCN(C)C)C.[Li]CCCC.[C:25]1(=[O:29])[CH2:28][CH2:27][CH2:26]1.Cl>C1COCC1.CCOCC>[CH:9]([N:4]([CH:1]([CH3:3])[CH3:2])[C:5](=[O:8])[O:6][CH2:7][C:25]1([OH:29])[CH2:28][CH2:27][CH2:26]1)([CH3:11])[CH3:10]. Reactants: C(C)(C)N(C(OC)=O)C(C)C (methyl N,N-diisopropylcarbamate), C1(CCC1)=O (cyclobutanone), Cl (hydrochloric acid), CN(C)CCN(C)C (TMEDA), [Li]CCCC (BuLi). Run at time 1 hour.